This data is from the Open Reaction Database (ORD), a public repository of structured organic reaction records. The task is: describe an organic reaction: reactants, conditions, products, and yield The reactants are COC(=O)Cl, Cc1c(Cl)cc(-c2ccc(=O)[nH]n2)cc1Cl, Cc1ccccc1C. The product is COC(=O)n1nc(-c2cc(Cl)c(C)c(Cl)c2)ccc1=O. As a reaction SMILES: [Cl:17][C:18](=[O:19])[O:20][CH3:21].[Cl:1][c:2]1[cH:3][c:4](-[c:10]2[cH:11][cH:12][c:13](=[O:16])[nH:14][n:15]2)[cH:5][c:6]([Cl:9])[c:7]1[CH3:8].[c:22]1([CH3:23])[c:24]([CH3:25])[cH:26][cH:27][cH:28][cH:29]1>>[Cl:1][c:2]1[cH:3][c:4](-[c:10]2[cH:11][cH:12][c:13](=[O:16])[n:14]([C:18](=[O:19])[O:20][CH3:21])[n:15]2)[cH:5][c:6]([Cl:9])[c:7]1[CH3:8]. Reactants: CCO, [N-]=[N+]=[N-], [Na+], O, Cc1ccc(S(=O)(=O)Cl)cc1. Yields the product Cc1ccc(S(=O)(=O)N=[N+]=[N-])cc1. As a reaction SMILES: [CH3:17][CH2:18][OH:19].[N-:2]=[N+:3]=[N-:4].[Na+:1].[OH2:16].[c:5]1([CH3:15])[cH:6][cH:7][c:8]([S:11](=[O:12])(=[O:13])[Cl:14])[cH:9][cH:10]1>>[N:2](=[N+:3]=[N-:4])[S:11]([c:8]1[cH:7][cH:6][c:5]([CH3:15])[cH:10][cH:9]1)(=[O:12])=[O:13]. Reactants: OCCCCCNS(=O)(=O)C1=CC=C(C=C1)Br (4-bromophenyl-sulfonic acid-(5-hydroxypentyl)-amide), FC1=C(C=CC(=C1)F)B(O)O (2,4-difluorophenyl boronic acid). The product is OCCCCCNS(=O)(=O)C1=CC=C(C=C1)C1=C(C=C(C=C1)F)F (2′,4′-Difluorobiphenyl-4-sulfonic acid-(5-hydroxypentyl)-amide). As a reaction SMILES: [OH:1][CH2:2][CH2:3][CH2:4][CH2:5][CH2:6][NH:7][S:8]([C:11]1[CH:16]=[CH:15][C:14](Br)=[CH:13][CH:12]=1)(=[O:10])=[O:9].[F:18][C:19]1[CH:24]=[C:23]([F:25])[CH:22]=[CH:21][C:20]=1B(O)O>>[OH:1][CH2:2][CH2:3][CH2:4][CH2:5][CH2:6][NH:7][S:8]([C:11]1[CH:16]=[CH:15][C:14]([C:22]2[CH:21]=[CH:20][C:19]([F:18])=[CH:24][C:23]=2[F:25])=[CH:13][CH:12]=1)(=[O:10])=[O:9]. Procedure details: Using a method analogous to that described in Example 40, 4-bromophenyl-sulfonic acid-(5-hydroxypentyl)-amide and 2,4-difluorophenyl boronic acid were reacted to give the title compound as a white solid. δC (CDCl3, 62.9 MHz): 22.7, 29.3, 31.9, 43.1, 62.5, 104.7 (t, J 25.8), 112.0 (dd, J 22.9 and 3.5), 127.3, 129.6, 131.5 (d, J 8.8), 131.5 (d, J 9.8), 139.1, 139.4, 159.8 (dd, J 252.0, 11.7) and 163.0 (dd, J 252.0, 11.7). Starting materials: O=C1CCC(=O)N1Br, O=C(OOC(=O)c1ccccc1)c1ccccc1, COC(=O)c1cc(OC)ccc1C, ClC(Cl)(Cl)Cl, ClCCl. Yields the product COC(=O)c1cc(OC)ccc1CBr. RXN SMILES: [Br:14][N:15]1[C:16](=[O:17])[CH2:18][CH2:19][C:20]1=[O:21].[C:22]([O:23][O:24][C:25](=[O:26])[c:27]1[cH:28][cH:29][cH:30][cH:31][cH:32]1)(=[O:33])[c:34]1[cH:35][cH:36][cH:37][cH:38][cH:39]1.[CH3:1][O:2][c:3]1[cH:4][cH:5][c:6]([CH3:13])[c:7]([C:8](=[O:9])[O:10][CH3:11])[cH:12]1.[Cl:40][C:41]([Cl:42])([Cl:43])[Cl:44].[Cl:45][CH2:46][Cl:47]>>[CH3:1][O:2][c:3]1[cH:4][cH:5][c:6]([CH2:13][Br:14])[c:7]([C:8](=[O:9])[O:10][CH3:11])[cH:12]1. Starting materials: C1CCOC1, COC(=O)c1c(Cl)cc(Cl)cc1NC(=O)C(C)c1ccccc1, C[Si](C)(C)[N-][Si](C)(C)C, C[Si](C)(C)[N-][Si](C)(C)C, [Li]CCCC, [Li+]. The product is CC1(c2ccccc2)C(=O)Nc2cc(Cl)cc(Cl)c2C1=O. RXN SMILES: [CH2:48]1[O:49][CH2:50][CH2:51][CH2:52]1.[CH3:1][O:2][C:3]([c:4]1[c:5]([NH:12][C:13]([CH:14]([CH3:15])[c:16]2[cH:17][cH:18][cH:19][cH:20][cH:21]2)=[O:22])[cH:6][c:7]([Cl:11])[cH:8][c:9]1[Cl:10])=[O:23].[CH3:25][Si:26]([N-:27][Si:28]([CH3:29])([CH3:30])[CH3:31])([CH3:32])[CH3:33].[CH3:34][Si:35]([CH3:36])([CH3:37])[N-:38][Si:39]([CH3:40])([CH3:41])[CH3:42].[CH3:43][CH2:44][CH2:45][CH2:46][Li:47].[Li+:24]>>[C:3]1(=[O:23])[c:4]2[c:5]([cH:6][c:7]([Cl:11])[cH:8][c:9]2[Cl:10])[NH:12][C:13](=[O:22])[C:14]1([CH3:15])[c:16]1[cH:17][cH:18][cH:19][cH:20][cH:21]1. Reactants: O1CCCC1 (tetrahydrofuran), COC1=C(C=O)C=C(C(=C1)C#C[Si](C(C)C)(C(C)C)C(C)C)OCC (2-methoxy-5-ethoxy-4-((tri-iso-propylsilyl)ethynyl)benzaldehyde), C(C)OC1=C(CP(OCC)(OCC)=O)C=C(C(=C1)I)OC (diethyl 2-ethoxy-4-iodo-5-methoxybenzylphosphonate), [H-].[Na+] (sodium hydride). The product is C(C)OC1=C(/C=C/C2=CC(=C(C=C2C)C#C[Si](C(C)C)(C(C)C)C(C)C)OCC)C=C(C(=C1)I)OC ((E)-(4-(2-ethoxy-4-iodo-5-methoxystyryl)-(2-ethoxy-5-methylphenyl)ethynyl)tri-iso-propylsilane). As a reaction SMILES: CO[C:3]1[CH:10]=[C:9]([C:11]#[C:12][Si:13]([CH:20]([CH3:22])[CH3:21])([CH:17]([CH3:19])[CH3:18])[CH:14]([CH3:16])[CH3:15])[C:8]([O:23][CH2:24][CH3:25])=[CH:7][C:4]=1[CH:5]=O.[CH2:26]([O:28][C:29]1[CH:43]=[C:42]([I:44])[C:41]([O:45][CH3:46])=[CH:40][C:30]=1[CH2:31]P(=O)(OCC)OCC)[CH3:27].[H-].[Na+].O1CCC[CH2:50]1>>[CH2:26]([O:28][C:29]1[CH:43]=[C:42]([I:44])[C:41]([O:45][CH3:46])=[CH:40][C:30]=1/[CH:31]=[CH:5]/[C:4]1[C:3]([CH3:50])=[CH:10][C:9]([C:11]#[C:12][Si:13]([CH:14]([CH3:16])[CH3:15])([CH:20]([CH3:22])[CH3:21])[CH:17]([CH3:19])[CH3:18])=[C:8]([O:23][CH2:24][CH3:25])[CH:7]=1)[CH3:27] |f:2.3|. Procedure details: The 2-methoxy-5-ethoxy-4-((tri-iso-propylsilyl)ethynyl)benzaldehyde and diethyl 2-ethoxy-4-iodo-5-methoxybenzylphosphonate can be added to a solution containing sodium hydride (NaH) dissolved in tetrahydrofuran (THF), yielding (E)-(4-(2-ethoxy-4-iodo-5-methoxystyryl)-(2-ethoxy-5-methylphenyl)ethynyl)tri-iso-propylsilane.